From a dataset of the Open Reaction Database (ORD), a public repository of structured organic reaction records. describe an organic reaction: reactants, conditions, products, and yield Starting materials: OC1=CC(=CC2=C1C=1CNCCC1C(O2)(C)C)C(C(CCCCC)C)C (10-hydroxy-5,5-dimethyl-8-(1,2-dimethylheptyl)-1,2,3,4-tetrahydro-5H-[1]benzopyrano[4,3-c]pyridine), ClCC(=O)NC(=O)NC (N-chloroacetyl-N'-methylurea). The product is OC1=CC(=CC2=C1C=1CN(CCC1C(O2)(C)C)CC(=O)NC(=O)NC)C(C(CCCCC)C)C (N-{[10-Hydroxy-5,5-dimethyl-8-(1,2-dimethylheptyl)-1,2,3,4-tetrahydro-5H-[1]benzopyrano[4,3-c]pyridin-2-yl]acetyl}-N'-methylurea). Reaction SMILES: [OH:1][C:2]1[C:7]2[C:8]3[CH2:9][NH:10][CH2:11][CH2:12][C:13]=3[C:14]([CH3:17])([CH3:16])[O:15][C:6]=2[CH:5]=[C:4]([CH:18]([CH3:26])[CH:19]([CH3:25])[CH2:20][CH2:21][CH2:22][CH2:23][CH3:24])[CH:3]=1.Cl[CH2:28][C:29]([NH:31][C:32]([NH:34][CH3:35])=[O:33])=[O:30]>>[OH:1][C:2]1[C:7]2[C:8]3[CH2:9][N:10]([CH2:28][C:29]([NH:31][C:32]([NH:34][CH3:35])=[O:33])=[O:30])[CH2:11][CH2:12][C:13]=3[C:14]([CH3:16])([CH3:17])[O:15][C:6]=2[CH:5]=[C:4]([CH:18]([CH3:26])[CH:19]([CH3:25])[CH2:20][CH2:21][CH2:22][CH2:23][CH3:24])[CH:3]=1. Procedure: The above-titled compound was prepared by reacting 10-hydroxy-5,5-dimethyl-8-(1,2-dimethylheptyl)-1,2,3,4-tetrahydro-5H-[1]benzopyrano[4,3-c]pyridine with N-chloroacetyl-N'-methylurea according to the method of Example 2; m.p. 145°-147°. The reactants are C(CCC)(=O)N(C=1C=C(C=CC1)C1=CC=C(C=C1)C(F)(F)F)CC1=CC(=C(OCC(=O)OCC)C=C1)C (ethyl [4-({butyryl[4′-(trifluoromethyl)-1,1′-biphenyl-3-yl]amino}methyl)-2-methylphenoxy]acetate), [OH-].[Na+] (sodium hydroxide). The solvent is CO (methanol), O1CCCC1 (tetrahydrofuran). Conditions: time 1 hour. The product is C(CCC)(=O)N(C=1C=C(C=CC1)C1=CC=C(C=C1)C(F)(F)F)CC1=CC(=C(OCC(=O)O)C=C1)C ([4-({Butyryl[4′-(trifluoromethyl)-1,1′-biphenyl-3-yl]amino}methyl)-2 methylphenoxy]acetic acid). Isolated yield 73.9%. Reaction SMILES: [C:1]([N:6]([CH2:23][C:24]1[CH:36]=[CH:35][C:27]([O:28][CH2:29][C:30]([O:32]CC)=[O:31])=[C:26]([CH3:37])[CH:25]=1)[C:7]1[CH:8]=[C:9]([C:13]2[CH:18]=[CH:17][C:16]([C:19]([F:22])([F:21])[F:20])=[CH:15][CH:14]=2)[CH:10]=[CH:11][CH:12]=1)(=[O:5])[CH2:2][CH2:3][CH3:4].[OH-].[Na+]>CO.O1CCCC1>[C:1]([N:6]([CH2:23][C:24]1[CH:36]=[CH:35][C:27]([O:28][CH2:29][C:30]([OH:32])=[O:31])=[C:26]([CH3:37])[CH:25]=1)[C:7]1[CH:8]=[C:9]([C:13]2[CH:14]=[CH:15][C:16]([C:19]([F:22])([F:21])[F:20])=[CH:17][CH:18]=2)[CH:10]=[CH:11][CH:12]=1)(=[O:5])[CH2:2][CH2:3][CH3:4] |f:1.2|. Procedure details: To a solution of ethyl [4-({butyryl[4′-(trifluoromethyl)-1,1′-biphenyl-3-yl]amino}methyl)-2-methylphenoxy]acetate (40 mg, 0.078 mmol) in methanol (2 mL) and tetrahydrofuran (2 mL), was added 2M sodium hydroxide (1 mL). After stirring for 1 h at room temperature the solvent was removed in vacuo and the residue acidified with 2M HCl, before extraction into ethyl acetate (2×15 mL). The organic solution was dried (MgSO4) and the solvents removed in vacuo to afford the title compound as a white solid... Starting materials: CCCCCCCCC=CCCCCCCCC(=O)OC, Cc1ccccc1, Cl, CN1CCCC1CCN, [Na+], [OH-]. Yields the product CCCCCCCCC=CCCCCCCCC(=O)NCCC1CCCN1C. RXN SMILES: [CH3:10][O:11][C:12]([CH2:13][CH2:14][CH2:15][CH2:16][CH2:17][CH2:18][CH2:19][CH:20]=[CH:21][CH2:22][CH2:23][CH2:24][CH2:25][CH2:26][CH2:27][CH2:28][CH3:29])=[O:30].[CH3:34][c:35]1[cH:36][cH:37][cH:38][cH:39][cH:40]1.[ClH:31].[NH2:1][CH2:2][CH2:3][CH:4]1[N:5]([CH3:9])[CH2:6][CH2:7][CH2:8]1.[Na+:33].[OH-:32]>>[NH:1]([CH2:2][CH2:3][CH:4]1[N:5]([CH3:9])[CH2:6][CH2:7][CH2:8]1)[C:12](=[O:11])[CH2:13][CH2:14][CH2:15][CH2:16][CH2:17][CH2:18][CH2:19][CH:20]=[CH:21][CH2:22][CH2:23][CH2:24][CH2:25][CH2:26][CH2:27][CH2:28][CH3:29].